This data is from the Open Reaction Database (ORD), a public repository of structured organic reaction records. The task is: describe an organic reaction: reactants, conditions, products, and yield The reactants are C(C1=CC=CC=C1)OC1=CC=C(CC(N)C)C=C1 (p-benzyloxyamphetamine), C1(=CC=CC=C1)C(=CC=O)C1=CC=CC=C1 (β-phenyl-cinnamaldehyde), [BH4-].[Na+] (sodium borohydride). Run in C(C)O (ethanol), O (water). Yields the product C(C1=CC=CC=C1)OC1=CC=C(C=C1)CC(C)NCC=C(C1=CC=CC=C1)C1=CC=CC=C1 (1-(p-benzyloxyphenyl)-2-(3,3-diphenylallylamino)-propane). As a reaction SMILES: [CH2:1]([O:8][C:9]1[CH:18]=[CH:17][C:12]([CH2:13][CH:14]([CH3:16])[NH2:15])=[CH:11][CH:10]=1)[C:2]1[CH:7]=[CH:6][CH:5]=[CH:4][CH:3]=1.[C:19]1([C:25]([C:29]2[CH:34]=[CH:33][CH:32]=[CH:31][CH:30]=2)=[CH:26][CH:27]=O)[CH:24]=[CH:23][CH:22]=[CH:21][CH:20]=1.[BH4-].[Na+]>C(O)C.O>[CH2:1]([O:8][C:9]1[CH:10]=[CH:11][C:12]([CH2:13][CH:14]([NH:15][CH2:27][CH:26]=[C:25]([C:19]2[CH:24]=[CH:23][CH:22]=[CH:21][CH:20]=2)[C:29]2[CH:34]=[CH:33][CH:32]=[CH:31][CH:30]=2)[CH3:16])=[CH:17][CH:18]=1)[C:2]1[CH:3]=[CH:4][CH:5]=[CH:6][CH:7]=1 |f:2.3|. Procedure details: The starting material is prepared as follows: The solution of 12 g of dl-p-benzyloxyamphetamine, and 10.4 g of β-phenyl-cinnamaldehyde in 300 ml of absolute ethanol is treated dropwse with the solution of 3 g of sodium borohydride in 6.7 ml of water while stirring. It is refluxed for 18 hours, concentrated to remove most of the ethanol and diluted with water. The mixture is extracted with ethyl acetate and the organic layer washed with brine, dried and evaporated, to yield the dl-1-(p-benzyloxyp...